This data is from the Open Reaction Database (ORD), a public repository of structured organic reaction records. The task is: describe an organic reaction: reactants, conditions, products, and yield The reactants are N1N=NC=C1 (triazole), C(CCC)NCCCC (di-n-butylamine), C=O (formaldehyde). The solvent is CO (methanol). Yields the product 20.4, C(CCC)N(CCCC)CN1N=NC=C1 (1-di-n-butylaminomethyltriazole). The yield is 97.0%. RXN SMILES: [NH:1]1[CH:5]=[CH:4][N:3]=[N:2]1.[CH2:6]([NH:10][CH2:11][CH2:12][CH2:13][CH3:14])[CH2:7][CH2:8][CH3:9].[CH2:15]=O>CO>[CH2:6]([N:10]([CH2:15][N:1]1[CH:5]=[CH:4][N:3]=[N:2]1)[CH2:11][CH2:12][CH2:13][CH3:14])[CH2:7][CH2:8][CH3:9]. Procedure details: 7 parts of triazole and 12.9 parts of di-n-butylamine and 8.1 parts of 37% aqueous formaldehyde mixed with 100 parts of methanol, are reacted as in Example 1 to provide 20.4 parts (97% yield) 1-di-n-butylaminomethyltriazole. Boiling point 105° C./0.075 m bar. Reactants: FC1=NC(=CC=C1)F (2,6-difluoropyridine), S(=O)([O-])[O-].[Na+].[Na+] (sodium sulfite). The product is FC1=NC(=CC=C1)S(=O)(=O)[O-].[Na+] (sodium 2-fluoropyridine-6-sulfonate). The yield is 10.5%. As a reaction SMILES: [F:1][C:2]1[CH:7]=[CH:6][CH:5]=[C:4](F)[N:3]=1.[S:9]([O-:12])([O-:11])=[O:10].[Na+:13].[Na+]>>[F:1][C:2]1[CH:7]=[CH:6][CH:5]=[C:4]([S:9]([O-:12])(=[O:11])=[O:10])[N:3]=1.[Na+:13] |f:1.2.3,4.5|. Procedure details: In the same manner as in Example 1, 1.725 g (15 mmol) of 2,6-difluoropyridine and 2.27 g (18 mmol) of sodium sulfite were reacted at 170° C. for 5 hours. By conducting the same post-treatment as in Example 1, 0.315 g (10.5%) of sodium 2-fluoropyridine-6-sulfonate was obtained. The yield is 20.4%. The solvent is CO (methanol). Reported procedure: Concentrated hydrochloric acid (90 ml) was added to a stirred suspension of methyl 2-nitro-4-methylsulphonylbenzoate (25 g) in methanol at -5° C. (ice/salt bath). The cooling bath was then removed and iron dust (17.5 g) was added portionwise over a period of 20 minutes. The resulting exotherm was controlled using a cooling bath so that the temperature did not exceed 50° C. After 15 minutes of cooling, the bath was removed and the reaction mixture was allowed to reach room temperature. Stirring w... Product: NC1=C(C(=O)OC)C=CC(=C1)S(=O)(=O)C (methyl 2-amino-4-methylsulphonylbenzoate). The reactants are Cl (hydrochloric acid), [N+](=O)([O-])C1=C(C(=O)OC)C=CC(=C1)S(=O)(=O)C (methyl 2-nitro-4-methylsulphonylbenzoate). Run at time 3 hour. As a reaction SMILES: Cl.[N+:2]([C:5]1[CH:14]=[C:13]([S:15]([CH3:18])(=[O:17])=[O:16])[CH:12]=[CH:11][C:6]=1[C:7]([O:9][CH3:10])=[O:8])([O-])=O>CO>[NH2:2][C:5]1[CH:14]=[C:13]([S:15]([CH3:18])(=[O:17])=[O:16])[CH:12]=[CH:11][C:6]=1[C:7]([O:9][CH3:10])=[O:8]. The reactants are ClC1=CC=C(OCC2NCCC3=CC(=C(C=C23)OC)OC)C=C1 (1-(4-chlorophenoxy)methyl-6,7-dimethoxy-1,2,3,4-tetrahydroisoquinoline), B(Br)(Br)Br (boron tribromide). Run in C(Cl)Cl (methylene chloride). Reaction conditions: time 17.5 hour. Product: Br.ClC1=CC=C(OCC2NCCC3=CC(=C(C=C23)O)O)C=C1 (1-(4-chlorophenoxy)methyl-6,7-dihydroxy-1,2,3,4-tetrahydroisoquinoline hydrobromide). Isolated yield 73.9%. RXN SMILES: [Cl:1][C:2]1[CH:23]=[CH:22][C:5]([O:6][CH2:7][CH:8]2[C:17]3[C:12](=[CH:13][C:14]([O:20]C)=[C:15]([O:18]C)[CH:16]=3)[CH2:11][CH2:10][NH:9]2)=[CH:4][CH:3]=1.B(Br)(Br)[Br:25]>C(Cl)Cl>[BrH:25].[Cl:1][C:2]1[CH:3]=[CH:4][C:5]([O:6][CH2:7][CH:8]2[C:17]3[C:12](=[CH:13][C:14]([OH:20])=[C:15]([OH:18])[CH:16]=3)[CH2:11][CH2:10][NH:9]2)=[CH:22][CH:23]=1 |f:3.4|. Reported procedure: To a solution of 1-(4-chlorophenoxy)methyl-6,7-dimethoxy-1,2,3,4-tetrahydroisoquinoline (90 mg) in anhydrous methylene chloride (5 ml) was added boron tribromide (203 mg) at -55° C. under cooling and stirring, and then the reaction temperature was gradually elevated to at 5° C. over 17.5 hours. After the reaction, the reaction mixture was concentrated under reduced pressure. The residue was dissolved in methanol (5 ml) and water (0.5 ml), and the solution was warmed at 60° to 80° C. for 10 minut... The reactants are resultant solution, COC=1C=C(C=CC1OC)/C(/C#N)=C/C1=CC=C(C=C1)[N+](=O)[O-] ((Z)-2-(3,4-dimethoxy-phenyl)-3-(4-nitro-phenyl)-acrylonitrile), resultant mixture. Reagents/catalysts: [Zn] (Zinc). Solvent: C(C)(=O)O (acetic acid). Yields the product NC1=CC=C(C=C1)\C=C(/C#N)\C1=CC(=C(C=C1)OC)OC ((Z)-3-(4-amino-phenyl)-2-(3,4-dimethoxy-phenyl)-acrylonitrile). Yield: 95.6%. Reaction SMILES: [CH3:1][O:2][C:3]1[CH:4]=[C:5](/[C:11](=[CH:14]/[C:15]2[CH:20]=[CH:19][C:18]([N+:21]([O-])=O)=[CH:17][CH:16]=2)/[C:12]#[N:13])[CH:6]=[CH:7][C:8]=1[O:9][CH3:10]>C(O)(=O)C.[Zn]>[NH2:21][C:18]1[CH:19]=[CH:20][C:15](/[CH:14]=[C:11](/[C:5]2[CH:6]=[CH:7][C:8]([O:9][CH3:10])=[C:3]([O:2][CH3:1])[CH:4]=2)\[C:12]#[N:13])=[CH:16][CH:17]=1. Procedure details: Compound 19 (880 mg) was dissolved in acetic acid. Zinc powder was added to the resultant solution, and the resultant mixture was stirred for four hours. The mixture was concentrated to dryness under reduced pressure, followed by purification by use of a silica gel column, to thereby produce the target product (760 mg, yield: 95%). Product: CCN(CC)C(=O)c1ccc(C(=O)c2cccc3cccnc23)cc1. As a reaction SMILES: [CH2:1]([CH3:2])[N:3]([C:4]([c:5]1[cH:6][cH:7][c:8]([CH:11]([c:12]2[cH:13][cH:14][cH:15][c:16]3[cH:17][cH:18][cH:19][n:20][c:21]23)[OH:22])[cH:9][cH:10]1)=[O:23])[CH2:24][CH3:25].[CH3:50][CH2:51][CH2:52][CH2:53][CH2:54][CH2:55][CH3:56].[Cl:47][CH2:48][Cl:49].[Cr:26]([O:27][Cr:28]([O-:29])(=[O:30])=[O:31])([O-:32])(=[O:33])=[O:34].[nH+:35]1[cH:36][cH:37][cH:38][cH:39][cH:40]1.[nH+:41]1[cH:42][cH:43][cH:44][cH:45][cH:46]1>>[CH2:1]([CH3:2])[N:3]([C:4]([c:5]1[cH:6][cH:7][c:8]([C:11]([c:12]2[cH:13][cH:14][cH:15][c:16]3[cH:17][cH:18][cH:19][n:20][c:21]23)=[O:22])[cH:9][cH:10]1)=[O:23])[CH2:24][CH3:25]. Starting materials: CCN(CC)C(=O)c1ccc(C(O)c2cccc3cccnc23)cc1, CCCCCCC, ClCCl, O=[Cr](=O)([O-])O[Cr](=O)(=O)[O-], c1cc[nH+]cc1, c1cc[nH+]cc1. The reagents and catalysts are [Pd].C1(=CC=CC=C1)P(C1=CC=CC=C1)C1=CC=CC=C1.C1(=CC=CC=C1)P(C1=CC=CC=C1)C1=CC=CC=C1.C1(=CC=CC=C1)P(C1=CC=CC=C1)C1=CC=CC=C1.C1(=CC=CC=C1)P(C1=CC=CC=C1)C1=CC=CC=C1 (tetrakis (triphenylphosphine) palladium). Reported procedure: To a stirred solution of 5-(4-Bromo-phenyl)-1-(2,4-dichloro-phenyl)-4-methyl-1H-pyrazole-3-carboxylic acid piperidin-1-ylamide (40 mg, 0.078 mmol) in pyrrolidine (2.5 ml) was added a catalytic amount of tetrakis (triphenylphosphine) palladium under an atmosphere of Argon. After stirring the contents for 5 min at room temperature, a solution of propargyl alcohol (10 mg, 0.178 m mol) in pyrrolidine (1.5 ml) was added to the reaction mixture. The contents were heated at 80-85° C. for 10 h. Then a s... Yield: 74.3%. As a reaction SMILES: [N:1]1([NH:7][C:8]([C:10]2[C:14]([CH3:15])=[C:13]([C:16]3[CH:21]=[CH:20][C:19](Br)=[CH:18][CH:17]=3)[N:12]([C:23]3[CH:28]=[CH:27][C:26]([Cl:29])=[CH:25][C:24]=3[Cl:30])[N:11]=2)=[O:9])[CH2:6][CH2:5][CH2:4][CH2:3][CH2:2]1.[CH2:31]([OH:34])[C:32]#[CH:33].[Cl-].[NH4+]>N1CCCC1.[Pd].C1(P(C2C=CC=CC=2)C2C=CC=CC=2)C=CC=CC=1.C1(P(C2C=CC=CC=2)C2C=CC=CC=2)C=CC=CC=1.C1(P(C2C=CC=CC=2)C2C=CC=CC=2)C=CC=CC=1.C1(P(C2C=CC=CC=2)C2C=CC=CC=2)C=CC=CC=1>[N:1]1([NH:7][C:8]([C:10]2[C:14]([CH3:15])=[C:13]([C:16]3[CH:21]=[CH:20][C:19]([C:33]#[C:32][CH2:31][OH:34])=[CH:18][CH:17]=3)[N:12]([C:23]3[CH:28]=[CH:27][C:26]([Cl:29])=[CH:25][C:24]=3[Cl:30])[N:11]=2)=[O:9])[CH2:6][CH2:5][CH2:4][CH2:3][CH2:2]1 |f:2.3,5.6.7.8.9|. Reactants: N1(CCCCC1)NC(=O)C1=NN(C(=C1C)C1=CC=C(C=C1)Br)C1=C(C=C(C=C1)Cl)Cl (5-(4-Bromo-phenyl)-1-(2,4-dichloro-phenyl)-4-methyl-1H-pyrazole-3-carboxylic acid piperidin-1-ylamide), C(C#C)O (propargyl alcohol), [Cl-].[NH4+] (ammonium chloride). Run at time 5 minute. Product: N1(CCCCC1)NC(=O)C1=NN(C(=C1C)C1=CC=C(C=C1)C#CCO)C1=C(C=C(C=C1)Cl)Cl (1-(2,4-Dichloro-phenyl)-5-[4-(3-hydroxy-prop-1-ynyl)-phenyl]-4-methyl-1H-pyrazole-3-carboxylic acid piperidin-1-ylamide). The solvent is N1CCCC1 (pyrrolidine), N1CCCC1 (pyrrolidine). Reactants: BrC1=CC=C(OCCO)C=C1 (2-(4-bromophenoxy)ethanol), C(C)B(C=1C=NC=CC1)CC (diethyl (3-pyridyl) borane), [OH-].[K+] (potassium hydroxide). The reagents and catalysts are [Br-].C(CCC)[N+](CCCC)(CCCC)CCCC (tetra-n-butyl ammonium bromide). Solvent: O1CCCC1 (tetrahydrofuran). The product is N1=CC(=CC=C1)C1=CC=C(OCCO)C=C1 (2-[4-(3-Pyridyl)phenoxy]ethanol). RXN SMILES: Br[C:2]1[CH:11]=[CH:10][C:5]([O:6][CH2:7][CH2:8][OH:9])=[CH:4][CH:3]=1.C(B(CC)[C:15]1[CH:16]=[N:17][CH:18]=[CH:19][CH:20]=1)C.[OH-].[K+]>[Br-].C([N+](CCCC)(CCCC)CCCC)CCC.O1CCCC1>[N:17]1[CH:18]=[CH:19][CH:20]=[C:15]([C:2]2[CH:11]=[CH:10][C:5]([O:6][CH2:7][CH2:8][OH:9])=[CH:4][CH:3]=2)[CH:16]=1 |f:2.3,4.5|. Reported procedure: In a nitrogen atmosphere, 2-(4-bromophenoxy)ethanol 500 mg, diethyl (3-pyridyl) borane 509 mg, finely pulverized potassium hydroxide 388 mg, tetra-n-butyl ammonium bromide 74 mg and a tetrakis-triphenyl phosphine palladium complex 133 mg were added to tetrahydrofuran 10 ml and stirred under reflux with heating. After stirring for 2 hours, the mixture was cooled to room temperature and partitioned by adding water and ethyl acetate. The organic layer was washed with water and then with brine, drie... The reactants are C(C(C)O)O (1,2-propylene glycol), C(CCCCCCC\C=C/CCCCCCCC)(=O)O (oleic acid), ice water, O (water). Reagents/catalysts: C1(=CC=C(C=C1)S(=O)(=O)O)C (p-toluene sulfonic acid). Run in C=1(C(=CC=CC1)C)C (xylene). Yields the product C(CCCCCCC\C=C/CCCCCCCC)(=O)O.C(C(C)O)O (propylene glycol monooleate). The yield is 70.0%. Reaction SMILES: [CH2:1]([OH:5])[CH:2]([OH:4])[CH3:3].[C:6]([OH:25])(=[O:24])[CH2:7][CH2:8][CH2:9][CH2:10][CH2:11][CH2:12][CH2:13]/[CH:14]=[CH:15]\[CH2:16][CH2:17][CH2:18][CH2:19][CH2:20][CH2:21][CH2:22][CH3:23].O>C1(C)C(C)=CC=CC=1.C1(C)C=CC(S(O)(=O)=O)=CC=1>[C:6]([OH:25])(=[O:24])[CH2:7][CH2:8][CH2:9][CH2:10][CH2:11][CH2:12][CH2:13]/[CH:14]=[CH:15]\[CH2:16][CH2:17][CH2:18][CH2:19][CH2:20][CH2:21][CH2:22][CH3:23].[CH2:1]([OH:5])[CH:2]([OH:4])[CH3:3] |f:5.6|. Reported procedure: One mole 1,2-propylene glycol is reacted with 0.5 mole oleic acid in one liter of xylene in the presence of 0.01 mole of p-toluene sulfonic acid catalyst. The sample is refluxed under a moisture trap for two hours, poured into ice water, water-washed and the solvent evaporated to provide 70% pure propylene glycol monooleate. The impure product is purified with a silica gel column to provide about 0.35 mole of substantially pure propylene glycol monooleate. The propylene glycol monooleate is pres...